This data is from the Open Reaction Database (ORD), a public repository of structured organic reaction records. The task is: describe an organic reaction: reactants, conditions, products, and yield Reactants: Cl.Cl.FC=1C=CC2=C(N(C(=N2)[C@H](C)N)C2=CC=CC=C2)C1 ((S)-1-(6-Fluoro-1-phenyl-1H-benzoimidazol-2-yl)ethylamine dihydrochloride), NC=1C(=C(C(N(N1)C)=O)Cl)Cl (6-amino-4,5-dichloro-2-methyl-2H-pyridazin-3-one), C(C)(C)N(CC)C(C)C (diisopropylethylamine). The solvent is C(CCC)O (butanol), CCOC(=O)C (EtOAc). Product: NC=1C(=C(C(N(N1)C)=O)N[C@@H](C)C1=NC2=C(N1C1=CC=CC=C1)C=C(C=C2)F)Cl (6-Amino-5-chloro-4-[(S)-1-(6-fluoro-1-phenyl-1H-benzoimidazol-2-yl)-ethylamino]-2-methyl-2H-pyridazin-3-one). Yield: 13.3%. RXN SMILES: Cl.Cl.[F:3][C:4]1[CH:5]=[CH:6][C:7]2[N:11]=[C:10]([C@@H:12]([NH2:14])[CH3:13])[N:9]([C:15]3[CH:20]=[CH:19][CH:18]=[CH:17][CH:16]=3)[C:8]=2[CH:21]=1.[NH2:22][C:23]1[C:24]([Cl:32])=[C:25](Cl)[C:26](=[O:30])[N:27]([CH3:29])[N:28]=1.C(N(C(C)C)CC)(C)C>C(O)CCC.CCOC(C)=O>[NH2:22][C:23]1[C:24]([Cl:32])=[C:25]([NH:14][C@H:12]([C:10]2[N:9]([C:15]3[CH:16]=[CH:17][CH:18]=[CH:19][CH:20]=3)[C:8]3[CH:21]=[C:4]([F:3])[CH:5]=[CH:6][C:7]=3[N:11]=2)[CH3:13])[C:26](=[O:30])[N:27]([CH3:29])[N:28]=1 |f:0.1.2|. Reported procedure: (S)-1-(6-Fluoro-1-phenyl-1H-benzoimidazol-2-yl)ethylamine dihydrochloride (1.0 g, 3.05 mmol), 6-amino-4,5-dichloro-2-methyl-2H-pyridazin-3-one (J. Het Chem, 5-10 37, 2000) (0.59 g, 3.05 mmol) and diisopropylethylamine (2.1 mL, 12.8 mmol) in butanol (5 mL) was heated to 115° C. in a sealed tube under argon for 19 h. The reaction mixture was cooled and diluted with EtOAc (50 mL) and washed with water (20 mL). The organic extracts were dried (Na2SO4), evaporated to dryness and purified by column ch... Starting materials: BrCCCC1CCNCC1, Br, CO, [N-]=[N+]=[N-], [Na+], O. Yields the product [N-]=[N+]=NCCCC1CCNCC1. RXN SMILES: [Br:6][CH2:7][CH2:8][CH2:9][CH:10]1[CH2:11][CH2:12][NH:13][CH2:14][CH2:15]1.[BrH:5].[CH3:17][OH:18].[N-:2]=[N+:3]=[N-:4].[Na+:1].[OH2:16]>>[N:2](=[N+:3]=[N-:4])[CH2:7][CH2:8][CH2:9][CH:10]1[CH2:11][CH2:12][NH:13][CH2:14][CH2:15]1. The reactants are Cl (HCl), Cl (HCl), O (water), BrCC1=C(C=C(C#N)C=C1)Cl (4-(bromomethyl)-3-chlorobenzonitrile), CC(C)C[AlH]CC(C)C (DIBAl-H). The solvent is C1(=CC=CC=C1)C (toluene). Run at temperature 0 celsius, time 1 hour. The product is BrCC1=C(C=C(C=O)C=C1)Cl (4-(Bromomethyl)-3-chlorobenzaldehyde). The yield is 80.0%. As a reaction SMILES: [Br:1][CH2:2][C:3]1[CH:10]=[CH:9][C:6]([C:7]#N)=[CH:5][C:4]=1[Cl:11].CC(C[AlH]CC(C)C)C.Cl.[OH2:22]>C1(C)C=CC=CC=1>[Br:1][CH2:2][C:3]1[CH:10]=[CH:9][C:6]([CH:7]=[O:22])=[CH:5][C:4]=1[Cl:11]. Procedure: To a stirred solution of 4-(bromomethyl)-3-chlorobenzonitrile (4.8 g, 17 mmol) in toluene (50 mL) at 0° C. was added dropwise DIBAl-H (1.0 M solution in toluene; 23.9 mL), and the reaction mixture was stirred at 0° C. for 1 h. 10 M HCl in water (5 mL) was added until the reaction mixture turned to a white slurry and then additional 1 N HCl (20 mL) was added. The organic layer was collected and the aqueous layer was extracted with CHCl3. The combined organic layer was dried over Na2SO4 and concen... The reactants are F[B-](F)(F)F, CC(C)(C)c1ccc(CNCCc2cc(F)cc(C(F)(F)F)c2)cc1, CCN(C(C)C)C(C)C, O=C(O)c1c(F)c(Cl)cc2cc[nH]c12, CN(C)C=O, O, CN(C)C(On1nnc2ccccc21)=[N+](C)C. Yields the product CC(C)(C)c1ccc(CN(CCc2cc(F)cc(C(F)(F)F)c2)C(=O)c2c(F)c(Cl)cc3cc[nH]c23)cc1. RXN SMILES: [B-:15]([F:16])([F:17])([F:18])[F:19].[C:46]([CH3:47])([CH3:48])([CH3:49])[c:50]1[cH:51][cH:52][c:53]([CH2:54][NH:55][CH2:56][CH2:57][c:58]2[cH:59][c:60]([F:68])[cH:61][c:62]([C:64]([F:65])([F:66])[F:67])[cH:63]2)[cH:69][cH:70]1.[CH:37]([N:38]([CH2:39][CH3:40])[CH:41]([CH3:42])[CH3:43])([CH3:44])[CH3:45].[Cl:1][c:2]1[cH:3][c:4]2[cH:5][cH:6][nH:7][c:8]2[c:9]([C:12](=[O:13])[OH:14])[c:10]1[F:11].[O:71]=[CH:72][N:73]([CH3:74])[CH3:75].[OH2:76].[n:20]1([O:21][C:22]([N:23]([CH3:24])[CH3:25])=[N+:26]([CH3:27])[CH3:28])[c:29]2[cH:30][cH:31][cH:32][cH:33][c:34]2[n:35][n:36]1>>[Cl:1][c:2]1[cH:3][c:4]2[cH:5][cH:6][nH:7][c:8]2[c:9]([C:12](=[O:14])[N:55]([CH2:54][c:53]2[cH:52][cH:51][c:50]([C:46]([CH3:47])([CH3:48])[CH3:49])[cH:70][cH:69]2)[CH2:56][CH2:57][c:58]2[cH:59][c:60]([F:68])[cH:61][c:62]([C:64]([F:65])([F:66])[F:67])[cH:63]2)[c:10]1[F:11]. The reactants are BrC=1C=C(C=C(C1)C(C)(C)C)C=1C(=NC=CC1)OC (3-(3-bromo-5-tert-butyl-phenyl)-2-methoxy-pyridine), C1(=CC=CC=C1)O (phenol), C(C)(C)(C)P(C1=C(C=CC=C1)C1=C(C=C(C=C1C(C)C)C(C)C)C(C)C)C(C)(C)C (2-di-tert-butylphosphino-2′,4′,6′-tri-isopropyl-1,1′-biphenyl), [O-]P(=O)([O-])[O-].[K+].[K+].[K+] (K3PO4). The reagents and catalysts are CC(=O)[O-].CC(=O)[O-].[Pd+2] (Pd(OAc)2). Conditions: temperature 115 celsius. Product: C(C)(C)(C)C=1C=C(C=C(C1)OC1=CC=CC=C1)C=1C(=NC=CC1)OC (3-(3-tert-butyl-5-phenoxy-phenyl)-2-methoxy-pyridine). Yield: 31.2%. As a reaction SMILES: Br[C:2]1[CH:3]=[C:4]([C:12]2[C:13]([O:18][CH3:19])=[N:14][CH:15]=[CH:16][CH:17]=2)[CH:5]=[C:6]([C:8]([CH3:11])([CH3:10])[CH3:9])[CH:7]=1.[C:20]1([OH:26])[CH:25]=[CH:24][CH:23]=[CH:22][CH:21]=1.C(P(C(C)(C)C)C1C=CC=CC=1C1C(C(C)C)=CC(C(C)C)=CC=1C(C)C)(C)(C)C.[O-]P([O-])([O-])=O.[K+].[K+].[K+]>CC([O-])=O.CC([O-])=O.[Pd+2]>[C:8]([C:6]1[CH:5]=[C:4]([C:12]2[C:13]([O:18][CH3:19])=[N:14][CH:15]=[CH:16][CH:17]=2)[CH:3]=[C:2]([O:26][C:20]2[CH:25]=[CH:24][CH:23]=[CH:22][CH:21]=2)[CH:7]=1)([CH3:11])([CH3:10])[CH3:9] |f:3.4.5.6,7.8.9|. Reported procedure: step 1—A mixture of 3-(3-bromo-5-tert-butyl-phenyl)-2-methoxy-pyridine (123 mg, 0.384 mmol), phenol (46 mg, 0.489 mmol), Pd(OAc)2 (4.1 mg, 0.018 mmol), 2-di-tert-butylphosphino-2′,4′,6′-tri-isopropyl-1,1′-biphenyl (9.9 mg, 0.023 mmol) and K3PO4 (167 mg, 0.787 mmol)) in a Schlenk flask was purged with argon before toluene (5 mL) was added. The reaction under an argon atmosphere was heated overnight at 115° C. The reaction was cooled to RT, filtered through CELITE, and the filtrate was concentrate... Reactants: ClC1=C(C(=O)O)C=CC(=C1)OC (2-chloro-4-methoxybenzoic acid), FC(C(=O)NCO)(F)F (2,2,2-trifluoro-N-(hydroxymethyl)acetamide), OS(=O)(=O)O (H2SO4). The product is FC(C(=O)NCC=1C(=CC(=C(C(=O)O)C1)Cl)OC)(F)F (5-((2,2,2-trifluoroacetamido)methyl)-2-chloro-4-methoxybenzoic acid). Isolated yield 39.9%. RXN SMILES: [Cl:1][C:2]1[CH:10]=[C:9]([O:11][CH3:12])[CH:8]=[CH:7][C:3]=1[C:4]([OH:6])=[O:5].[F:13][C:14]([F:21])([F:20])[C:15]([NH:17][CH2:18]O)=[O:16].OS(O)(=O)=O>>[F:13][C:14]([F:21])([F:20])[C:15]([NH:17][CH2:18][C:8]1[C:9]([O:11][CH3:12])=[CH:10][C:2]([Cl:1])=[C:3]([CH:7]=1)[C:4]([OH:6])=[O:5])=[O:16]. Reported procedure: The title compound was prepared according to the procedure described in step-1 of Intermediate-26 by using 2-chloro-4-methoxybenzoic acid (0.060 g), 2,2,2-trifluoro-N-(hydroxymethyl)acetamide (0.050 g) and H2SO4 (2 mL) to afford 0.040 g of the desired product. Starting materials: C(C)(C)[N-]C(C)C.[Li+] (lithium di-isopropylamide), solution, C(C=C)Br (allyl bromide), ClC=1C=C(C=CC1Cl)CC#N (3,4-Dichlorophenylacetonitrile), Cl (hydrochloric acid). As a reaction SMILES: [Cl:1][C:2]1[CH:3]=[C:4]([CH2:9][C:10]#[N:11])[CH:5]=[CH:6][C:7]=1[Cl:8].[CH:12]([N-]C(C)C)([CH3:14])[CH3:13].[Li+].C(Br)C=C.Cl>O1CCCC1.C1CCCCC1>[C:10]([CH:9]([C:4]1[CH:5]=[CH:6][C:7]([Cl:8])=[C:2]([Cl:1])[CH:3]=1)[CH2:14][CH:12]=[CH2:13])#[N:11] |f:1.2|. Procedure details: 3,4-Dichlorophenylacetonitrile (80 g) was dissolved in anhydrous tetrahydrofuran (800 ml) under a nitrogen atmosphere, cooled to −70° C., and lithium di-isopropylamide (320 ml of a 1.5M solution in cyclohexane) added. The mixture was stirred at −70° C. for 30 minutes, allyl bromide (63 g) added over 15 minutes and the mixture stirred for a further 30 minutes. 2N Aqueous hydrochloric acid solution (600 ml) was then added and the mixture extracted twice with diethyl ether. The organic extracts wer... The solvent is C1CCCCC1 (cyclohexane), O1CCCC1 (tetrahydrofuran). Run at temperature -70 celsius, time 30 minute. The product is C(#N)C(CC=C)C1=CC(=C(C=C1)Cl)Cl (4-cyano-4-(3,4-dichlorophenyl)but-1-ene). Reactants: C(C)(C)(C)NC(=O)C=1N=C(SC1C(=O)OCC)N1CCC(CC1)NC(=O)C=1NC(=C(C1Cl)Cl)C (ethyl 4-[(tert-butylamino)carbonyl]-2-(4-{[(3,4-dichloro-5-methyl-1H-pyrrol-2-yl)carbonyl]amino}piperidin-1-yl)-1,3-thiazole-5-carboxylate), [Li+].[OH-] (LiOH), C1CCOC1 (THF), Cl (HCl). The solvent is O (water), CO (MeOH), O (water). Yields the product C(#N)C=1N=C(SC1C(=O)O)N1CCC(CC1)NC(=O)C=1NC(=C(C1Cl)Cl)C (4-Cyano-2-(4-{[(3,4-dichloro-5-methyl-1H-pyrrol-2-yl)carbonyl]amino}piperidin-1-yl)-1,3-thiazole-5-carboxylic acid). Isolated yield 79.1%. As a reaction SMILES: C([NH:5][C:6]([C:8]1[N:9]=[C:10]([N:18]2[CH2:23][CH2:22][CH:21]([NH:24][C:25]([C:27]3[NH:28][C:29]([CH3:34])=[C:30]([Cl:33])[C:31]=3[Cl:32])=[O:26])[CH2:20][CH2:19]2)[S:11][C:12]=1[C:13]([O:15]CC)=[O:14])=O)(C)(C)C.[Li+].[OH-].C1COCC1.Cl>O.CO>[C:6]([C:8]1[N:9]=[C:10]([N:18]2[CH2:23][CH2:22][CH:21]([NH:24][C:25]([C:27]3[NH:28][C:29]([CH3:34])=[C:30]([Cl:33])[C:31]=3[Cl:32])=[O:26])[CH2:20][CH2:19]2)[S:11][C:12]=1[C:13]([OH:15])=[O:14])#[N:5] |f:1.2|. Procedure details: A solution of ethyl 4-[(tert-butylamino)carbonyl]-2-(4-{[(3,4-dichloro-5-methyl-1H-pyrrol-2-yl)carbonyl]amino}piperidin-1-yl)-1,3-thiazole-5-carboxylate (Example 340; 140 mg, 0.31 mmol) and 2 N LiOH in water (0.93 ml, 1.86 mmol) in 6 ml 1:1 THF:MeOH was heated at 80° C. for 30 min in a microwave reactor. 1 N HCl (1.86 ml) was added and the mixture was diluted with water. Precipitated material was filtered and rinsed well with water. Drying of the precipitate in vacuo gave 105 mg of product. Procedure details: 7-(4,4,5,5-Tetramethyl-1,3,2-dioxaborolan-2-yl)-1,2,3,4-tetrahydroisoquinoline (CXXI) (0.3 g, 1.15 mmol) was dissolved in 6 N aqueous HCl (20 mL) and refluxed overnight. The solvent was evaporated to dryness and the residue was crystallized from MeOH/Et2O to give 1,2,3,4-tetrahydroisoquinolin-7-ylboronic acid (CXXII) as a brown solid (0.21 g, 0.98 mmol, 87% yield). 1H NMR (DMSO-d6) δ ppm 2.92-3.07 (m, 2H), 3.36 (brs, 2H), 4.22 (brs, 2H), 7.18 (d, J=7.56 Hz, 1H), 7.59 (s, 1H), 7.67 (d, J=6.87 Hz,... Yield: 85.2%. The solvent is Cl (HCl). Yields the product C1NCCC2=CC=C(C=C12)B(O)O (1,2,3,4-tetrahydroisoquinolin-7-ylboronic acid). Reaction SMILES: CC1(C)C(C)(C)[O:5][B:4]([C:9]2[CH:18]=[C:17]3[C:12]([CH2:13][CH2:14][NH:15][CH2:16]3)=[CH:11][CH:10]=2)[O:3]1>Cl>[CH2:16]1[C:17]2[C:12](=[CH:11][CH:10]=[C:9]([B:4]([OH:5])[OH:3])[CH:18]=2)[CH2:13][CH2:14][NH:15]1. The reactants are CC1(OB(OC1(C)C)C1=CC=C2CCNCC2=C1)C (7-(4,4,5,5-Tetramethyl-1,3,2-dioxaborolan-2-yl)-1,2,3,4-tetrahydroisoquinoline).